This data is from the Open Reaction Database (ORD), a public repository of structured organic reaction records. The task is: describe an organic reaction: reactants, conditions, products, and yield Reaction SMILES: Br.Cl[C:3]1[C:4]([CH3:14])=[C:5]([CH3:13])[C:6]2[N:7]([C:9]([NH2:12])=[N:10][N:11]=2)[N:8]=1.[O-:15][CH2:16][CH3:17].[Na+]>C(O)C>[CH2:16]([O:15][C:3]1[C:4]([CH3:14])=[C:5]([CH3:13])[C:6]2[N:7]([C:9]([NH2:12])=[N:10][N:11]=2)[N:8]=1)[CH3:17] |f:0.1,2.3|. Product: C(C)OC=1C(=C(C=2N(N1)C(=NN2)N)C)C (6-Ethoxy-7,8-dimethyl-[1,2,4]triazolo[4,3-b]pyridazin-3-ylamine). Run in C(C)O (ethanol). Procedure details: 6-Chloro-7,8-dimethyl-[1,2,4]triazolo[4,3-b]pyridazin-3-ylamine hydrobromide (W2.006; 4 g) were dissolved in ethanol (120 ml), admixed under argon with sodium ethoxide (5.86 g) and stirred at 60° C. for 1 h. Then the mixture was dried and the residue was purified using a 40 g silica gel cartridge (0-20% dichloromethane-ethanol gradient in 40 min). The clean product fractions were combined and dried. 3.24 g of the title compound were obtained, which still contained residual amounts of dichloromet... Reactants: Br.ClC=1C(=C(C=2N(N1)C(=NN2)N)C)C (6-Chloro-7,8-dimethyl-[1,2,4]triazolo[4,3-b]pyridazin-3-ylamine hydrobromide), [O-]CC.[Na+] (sodium ethoxide). The yield is 108.9%. Conditions: temperature 60 celsius, time 1 hour. Reactants: CN=C=O, CC#N, CC(C)(O)Cn1c(CON)nc2c(N)nc3ccccc3c21, CN(C)C=O. Product: CN(OCc1nc2c(N)nc3ccccc3c2n1CC(C)(C)O)C(N)=O. RXN SMILES: [CH3:1][N:2]=[C:3]=[O:4].[CH3:27][C:28]#[N:29].[NH2:5][c:6]1[n:7][c:8]2[cH:9][cH:10][cH:11][cH:12][c:13]2[c:14]2[c:15]1[n:16][c:17]([CH2:24][O:25][NH2:26])[n:18]2[CH2:19][C:20]([CH3:21])([OH:22])[CH3:23].[O:30]=[CH:31][N:32]([CH3:33])[CH3:34]>>[CH3:1][N:2]([C:3](=[O:4])[NH2:29])[O:25][CH2:24][c:17]1[n:16][c:15]2[c:6]([NH2:5])[n:7][c:8]3[cH:9][cH:10][cH:11][cH:12][c:13]3[c:14]2[n:18]1[CH2:19][C:20]([CH3:21])([OH:22])[CH3:23]. The reactants are C(C1=CC=CC=C1)OC(=O)N1N=C(CC1C(=O)O)C=1SC=CC1 ((±)-4,5-dihydro-1-(benzyloxycarbonyl)-3-(2-thienyl)-1H-pyrazole-5-carboxylic acid), CC(C)=C (isobutylene), S(O)(O)(=O)=O (sulfuric acid). Run in CCOCC (ether). Conditions: time 16 hour. The product is C(C1=CC=CC=C1)OC(=O)N1N=C(CC1C(=O)OC(C)(C)C)C=1SC=CC1 ((±)-4,5-Dihydro-1-(benzyloxycarbonyl)-3-(2-thienyl)-1H-pyrazole-5-carboxylic acid, t-butyl ester). As a reaction SMILES: [CH2:1]([O:8][C:9]([N:11]1[CH:15]([C:16]([OH:18])=[O:17])[CH2:14][C:13]([C:19]2[S:20][CH:21]=[CH:22][CH:23]=2)=[N:12]1)=[O:10])[C:2]1[CH:7]=[CH:6][CH:5]=[CH:4][CH:3]=1.[CH3:24][C:25](=[CH2:27])[CH3:26].S(=O)(=O)(O)O>CCOCC>[CH2:1]([O:8][C:9]([N:11]1[CH:15]([C:16]([O:18][C:25]([CH3:27])([CH3:26])[CH3:24])=[O:17])[CH2:14][C:13]([C:19]2[S:20][CH:21]=[CH:22][CH:23]=2)=[N:12]1)=[O:10])[C:2]1[CH:7]=[CH:6][CH:5]=[CH:4][CH:3]=1. Procedure details: A mixture of 6.6 g of (±)-4,5-dihydro-1-(benzyloxycarbonyl)-3-(2-thienyl)-1H-pyrazole-5-carboxylic acid, 5 ml of isobutylene, 25 ml of ether and 0.25 ml of concentrated sulfuric acid is shaken in a pressure vessel for about 16 hours. The reaction vessel is vented (-10° C.) and the contents are washed with ice cold aqueous sodium hydroxide. The organic fraction is dried over anhydrous magnesium sulfate and concentrated in vacuo to give the title compound. Reported procedure: 1 g of lysergol is halogenated according to the process of Example 1, except that 1.7 g of trimethylchlorosilane are used instead of trimethylbromosilane. The product is isolated as described in Example 1. The yield of the title compound is 0.73 g (0.0025347 mole, 64.4%), m.p.: 207° C. Yields the product ClC1=C2C[C@H]3N(C[C@H](CO)C=C3C=3C=CC=C(N1)C32)C (2-chlorolysergol). Reaction SMILES: [OH:1][CH2:2][C@@H:3]1[CH:18]=[C:17]2[C@@H:7]([CH2:8][C:9]3[C:19]4[C:12](=[CH:13][CH:14]=[CH:15][C:16]2=4)[NH:11][CH:10]=3)[N:5]([CH3:6])[CH2:4]1.C[Si](C)(C)[Cl:22].C[Si](C)(C)Br>>[Cl:22][C:10]1[NH:11][C:12]2[C:19]3[C:9]=1[CH2:8][C@@H:7]1[C:17]([C:16]=3[CH:15]=[CH:14][CH:13]=2)=[CH:18][C@@H:3]([CH2:2][OH:1])[CH2:4][N:5]1[CH3:6]. Starting materials: OC[C@H]1CN(C)[C@@H]2CC3=CNC4=CC=CC(C2=C1)=C34 (lysergol), C[Si](Cl)(C)C (trimethylchlorosilane), C[Si](Br)(C)C (trimethylbromosilane). Starting materials: C1(CCCC1)S(=O)(=O)C=1C=C(C=C(C1)C1=CC=C(C=C1)C)C(=O)OC (methyl 5-(cyclopentylsulfonyl)-4′-methylbiphenyl-3-carboxylate), [OH-].[Li+] (lithium hydroxide), Cl (HCl). The solvent is O1CCCC1 (tetrahydrofuran). Run at temperature 60 celsius, time 8 hour. Product: C1(CCCC1)S(=O)(=O)C=1C=C(C=C(C1)C1=CC=C(C=C1)C)C(=O)O (5-(Cyclopentylsulfonyl)-4′-methylbiphenyl-3-carboxylic acid). RXN SMILES: [CH:1]1([S:6]([C:9]2[CH:10]=[C:11]([C:22]([O:24]C)=[O:23])[CH:12]=[C:13]([C:15]3[CH:20]=[CH:19][C:18]([CH3:21])=[CH:17][CH:16]=3)[CH:14]=2)(=[O:8])=[O:7])[CH2:5][CH2:4][CH2:3][CH2:2]1.[OH-].[Li+].Cl>O1CCCC1>[CH:1]1([S:6]([C:9]2[CH:10]=[C:11]([C:22]([OH:24])=[O:23])[CH:12]=[C:13]([C:15]3[CH:20]=[CH:19][C:18]([CH3:21])=[CH:17][CH:16]=3)[CH:14]=2)(=[O:7])=[O:8])[CH2:2][CH2:3][CH2:4][CH2:5]1 |f:1.2|. Procedure details: To a solution of methyl 5-(cyclopentylsulfonyl)-4′-methylbiphenyl-3-carboxylate (0.34 g, 0.95 mmol) in tetrahydrofuran (15 mL) was added 2.5 M aqueous lithium hydroxide solution (1.0 mL, 2.5 mmol). The reaction mixture was stirred at 60° C. overnight. The aqueous solution was acidified with 15% HCl (aq.) to pH=5, and extracted with EtOAc. The combined organic layers were concentrated in vacuo to afford the title compound as a white solid. The reactants are NCCCOC=1C=C(CNC2=NC3=C(N2[C@H]2[C@H](O)[C@H](O)[C@H](O2)CO)C=CC=C3)C=CC1 (2-[3-(3-Aminopropoxy)benzylamino]-1-(β-D-ribofuranosyl)-1H-benzimidazole), C(C1=CC=CC=C1)OC(=O)NC(=N)N1N=CC=C1 (N-(benzyloxycarbonyl)-1H-pyrazol-1-carboxamidine). Run in O1CCCC1 (tetrahydrofuran). Conditions: temperature 60 celsius, time 24 hour. Yields the product N(C(=N)N)CCCOC=1C=C(CNC2=NC3=C(N2[C@H]2[C@H](O)[C@H](O)[C@H](O2)CO)C=CC=C3)C=CC1 (2-[3-(3-Guanidinopropoxy)benzylamino]-1-(β-D-ribofuranosyl)-1H-benzimidazole). Yield: 4.6%. RXN SMILES: [NH2:1][CH2:2][CH2:3][CH2:4][O:5][C:6]1[CH:7]=[C:8]([CH:29]=[CH:30][CH:31]=1)[CH2:9][NH:10][C:11]1[N:15]([C@@H:16]2[O:22][C@H:21]([CH2:23][OH:24])[C@@H:19]([OH:20])[C@H:17]2[OH:18])[C:14]2[CH:25]=[CH:26][CH:27]=[CH:28][C:13]=2[N:12]=1.C(OC([NH:42][C:43](N1C=CC=N1)=[NH:44])=O)C1C=CC=CC=1>O1CCCC1>[NH:1]([CH2:2][CH2:3][CH2:4][O:5][C:6]1[CH:7]=[C:8]([CH:29]=[CH:30][CH:31]=1)[CH2:9][NH:10][C:11]1[N:15]([C@@H:16]2[O:22][C@H:21]([CH2:23][OH:24])[C@@H:19]([OH:20])[C@H:17]2[OH:18])[C:14]2[CH:25]=[CH:26][CH:27]=[CH:28][C:13]=2[N:12]=1)[C:43]([NH2:44])=[NH:42]. Procedure details: 2-[3-(3-Aminopropoxy)benzylamino]-1-(β-D-ribofuranosyl)-1H-benzimidazole (0.2 g) and N-(benzyloxycarbonyl)-1H-pyrazol-1-carboxamidine (0.55 g) were suspended in tetrahydrofuran (2.5 mL), and the mixture was stirred at 60° C. for 24 hours. The reaction mixture was concentrated under reduced pressure, and the obtained residue was dissolved in methanol (4 mL). To the solution was added a catalytic amount of 10% palladium-carbon powder, and the mixture was stirred at 40° C. under a hydrogen atmosphe... The reactants are O=C([O-])[O-], CCOC(=O)C(CC)CNC(C)C(=O)O, CC(C)=O, O=C(Cl)OCc1ccccc1, [K+], [K+], O. The product is CCOC(=O)C(CC)CN(C(=O)OCc1ccccc1)C(C)C(=O)O. RXN SMILES: [C:16](=[O:17])([O-:18])[O-:19].[CH2:1]([CH3:2])[O:3][C:4](=[O:5])[CH:6]([CH2:7][NH:8][CH:9]([CH3:10])[C:11](=[O:12])[OH:13])[CH2:14][CH3:15].[CH3:33][C:34](=[O:35])[CH3:36].[Cl:22][C:23](=[O:24])[O:25][CH2:26][c:27]1[cH:28][cH:29][cH:30][cH:31][cH:32]1.[K+:20].[K+:21].[OH2:37]>>[CH2:1]([CH3:2])[O:3][C:4](=[O:5])[CH:6]([CH2:7][N:8]([CH:9]([CH3:10])[C:11](=[O:12])[OH:13])[C:23](=[O:24])[O:25][CH2:26][c:27]1[cH:28][cH:29][cH:30][cH:31][cH:32]1)[CH2:14][CH3:15]. The reactants are BrC1=CC=2C3=C(C=NC2C=C1)N(C(N3C=3C(=NN(C3)C)C)=O)C (8-bromo-1-(1,3-dimethyl-1H-pyrazol-4-yl)-3-methyl-1,3-dihydro-imidazo[4,5-c]quinolin-2-one), NC=1C(=NN(C1)CCO)C (2-(4-amino-3-methyl-pyrazol-1-yl)-ethanol). Product: BrC1=CC=2C3=C(C=NC2C=C1)N(C(N3C=3C(=NN(C3)CCO)C)=O)C (8-Bromo-1-[1-(2-hydroxy-ethyl)-3-methyl-1H-pyrazol-4-yl]-3-methyl-1,3-dihydro-imidazo[4,5-c]quinolin-2-one). Reaction SMILES: [Br:1][C:2]1[CH:11]=[CH:10][C:9]2[N:8]=[CH:7][C:6]3[N:12]([CH3:23])[C:13](=[O:22])[N:14]([C:15]4[C:16]([CH3:21])=[N:17][N:18]([CH3:20])[CH:19]=4)[C:5]=3[C:4]=2[CH:3]=1.NC1C(C)=NN(C[CH2:31][OH:32])C=1>>[Br:1][C:2]1[CH:11]=[CH:10][C:9]2[N:8]=[CH:7][C:6]3[N:12]([CH3:23])[C:13](=[O:22])[N:14]([C:15]4[C:16]([CH3:21])=[N:17][N:18]([CH2:20][CH2:31][OH:32])[CH:19]=4)[C:5]=3[C:4]=2[CH:3]=1. Reported procedure: Alternatively, the title compound was synthesized in a similar manner as described for intermediate A starting from 2-(4-amino-3-methyl-pyrazol-1-yl)-ethanol (Stage 103.1.2). Reactants: Cl[Pd]Cl (PdCl2), NC(=O)N (urea), C1=CC=C(C(=C1)C#N)C#N (o-phthalonitrile). Reaction conditions: temperature 280 celsius. Yields the product C1=CC=C2C(=C1)C3=NC4=NC(=NC5=C6C=CC=CC6=C([N-]5)N=C7C8=CC=CC=C8C(=N7)N=C2[N-]3)C9=CC=CC=C94.[Pd+2] (palladium phthalocyanine), desired product. RXN SMILES: [NH2:1][C:2]([NH2:4])=O.[CH:5]1[CH:10]=[C:9]([C:11]#[N:12])[C:8]([C:13]#[N:14])=[CH:7][CH:6]=1.Cl[Pd:16]Cl>>[CH:5]1[CH:10]=[C:9]2[C:2]3[N-:4][C:13]([C:8]2=[CH:7][CH:6]=1)=[N:14][C:13]1=[N:12][C:11]([C:9]2[C:8]1=[CH:7][CH:6]=[CH:5][CH:10]=2)=[N:14][C:13]1[N-:12][C:11](=[C:9]2[C:8]=1[CH:7]=[CH:6][CH:5]=[CH:10]2)[N:14]=[C:13]1[C:8]2[C:9]([C:11](=[N:12]1)[N:1]=3)=[CH:10][CH:5]=[CH:6][CH:7]=2.[Pd+2:16] |f:3.4|. Procedure: A palladium phthalocyanine was prepared by combining 20 g of urea, 20 g of o-phthalonitrile and 6.8 g of PdCl2 and heating the mixture up to a temperature of 280° C. for 4 hours to give the desired product.